This data is from the Open Reaction Database (ORD), a public repository of structured organic reaction records. The task is: describe an organic reaction: reactants, conditions, products, and yield Reactants: CN, CO, O=C(O)c1cc(S(=O)(=O)Cl)ccc1OC(F)(F)F, ClCCl. Product: CNS(=O)(=O)c1ccc(OC(F)(F)F)c(C(=O)O)c1. Reaction SMILES: [CH3:19][NH2:20].[CH3:24][OH:25].[Cl:1][S:2](=[O:3])(=[O:4])[c:5]1[cH:6][cH:7][c:8]([O:14][C:15]([F:16])([F:17])[F:18])[c:9]([C:10](=[O:11])[OH:12])[cH:13]1.[Cl:21][CH2:22][Cl:23]>>[S:2](=[O:3])(=[O:4])([c:5]1[cH:6][cH:7][c:8]([O:14][C:15]([F:16])([F:17])[F:18])[c:9]([C:10](=[O:11])[OH:12])[cH:13]1)[NH:20][CH3:19]. Reactants: CS(=O)(=O)OCC1Cc2c(ccc3[nH]c(=O)ccc23)O1, CN(C)C=O, [N-]=[N+]=[N-], [Na+], O. Yields the product [N-]=[N+]=NCC1Cc2c(ccc3[nH]c(=O)ccc23)O1. As a reaction SMILES: [CH3:1][S:2]([O:3][CH2:6][CH:7]1[CH2:8][c:9]2[c:10]3[cH:11][cH:12][c:13](=[O:20])[nH:14][c:15]3[cH:16][cH:17][c:18]2[O:19]1)(=[O:4])=[O:5].[CH3:26][N:27]([CH3:28])[CH:29]=[O:30].[N-:22]=[N+:23]=[N-:24].[Na+:21].[OH2:25]>>[CH2:6]([CH:7]1[CH2:8][c:9]2[c:10]3[cH:11][cH:12][c:13](=[O:20])[nH:14][c:15]3[cH:16][cH:17][c:18]2[O:19]1)[N:22]=[N+:23]=[N-:24]. The solvent is C(C)O (ethanol), C(C)O (ethanol). Procedure: A mixture of 5-acetyl-2-chloro-benzenesulphonamide (0.5 g) in ethanol (10 ml) and dimethylamine in ethanol (33%, 5 ml) was heated in a closed vessel on a steam bath for 16 hours. The solvents were removed under reduced pressure and the residue crystallised from ethanol to give the product 0.31 g, m.p. 184°-185°. Reaction SMILES: [C:1]([C:4]1[CH:5]=[CH:6][C:7](Cl)=[C:8]([S:10]([NH2:13])(=[O:12])=[O:11])[CH:9]=1)(=[O:3])[CH3:2].[CH3:15][NH:16][CH3:17]>C(O)C>[C:1]([C:4]1[CH:5]=[CH:6][C:7]([N:16]([CH3:17])[CH3:15])=[C:8]([S:10]([NH2:13])(=[O:12])=[O:11])[CH:9]=1)(=[O:3])[CH3:2]. Product: C(C)(=O)C=1C=CC(=C(C1)S(=O)(=O)N)N(C)C (5-Acetyl-2-dimethylaminobenzenesulphonamide). Starting materials: C(C)(=O)C=1C=CC(=C(C1)S(=O)(=O)N)Cl (5-acetyl-2-chloro-benzenesulphonamide), CNC (dimethylamine). The reactants are OC=1C=C2CC(NCC2=CC1)C(=O)O (6-hydroxy-1,2,3,4-tetrahydroisoquinoline-3-carboxylic acid), ClC1=CC=C(C=C1)N=C=O (4-chlorophenyl isocyanate). The solvent is CN(C)C=O (DMF). Conditions: time 8 hour. The product is ClC1=CC=C(C=C1)NC(=O)C1NC(CC2=CC(=CC=C12)O)C(=O)O ((4-chlorophenylaminocarbonyl)-6-hydroxy-1,2,3,4-tetrahydroisoquinoline-3-carboxylic acid). The yield is 93.6%. Reaction SMILES: [OH:1][C:2]1[CH:3]=[C:4]2[C:9](=[CH:10][CH:11]=1)[CH2:8][NH:7][CH:6]([C:12]([OH:14])=[O:13])[CH2:5]2.[Cl:15][C:16]1[CH:21]=[CH:20][C:19]([N:22]=[C:23]=[O:24])=[CH:18][CH:17]=1>CN(C=O)C>[Cl:15][C:16]1[CH:21]=[CH:20][C:19]([NH:22][C:23]([CH:8]2[C:9]3[C:4](=[CH:3][C:2]([OH:1])=[CH:11][CH:10]=3)[CH2:5][CH:6]([C:12]([OH:14])=[O:13])[NH:7]2)=[O:24])=[CH:18][CH:17]=1. Procedure: To a suspension of (D,L) 6-hydroxy-1,2,3,4-tetrahydroisoquinoline-3-carboxylic acid (500 mg, 2.59 mmol) in DMF (12 mL), 4-chlorophenyl isocyanate (400 mg, 2.60 mmol) was added. The reaction mixture was stirred at room temperature overnight, and the suspension became clear solution. It was then concentrated in vacuo. The residue was dissolved in CH2Cl2, and the product was extracted with 5N NaOH. The alkaline solution was then separated, acidified with 4N HCl to pH 2-3. The cloudy mixture was ext... The reactants are CC(C)(C)OC(=O)NCC(O)COc1ccc(C#N)cc1, CS(=O)(=O)Cl, CN(C)c1ccncc1, ClCCl, O, c1ccncc1. Yields the product CC(C)(C)OC(=O)NCC(COc1ccc(C#N)cc1)OS(C)(=O)=O. RXN SMILES: [C:6](#[N:7])[c:8]1[cH:9][cH:10][c:11]([O:12][CH2:13][CH:14]([CH2:15][NH:16][C:17]([O:18][C:19]([CH3:20])([CH3:21])[CH3:22])=[O:23])[OH:24])[cH:25][cH:26]1.[CH3:1][S:2]([Cl:3])(=[O:4])=[O:5].[CH3:31][N:32]([CH3:33])[c:34]1[cH:35][cH:36][n:37][cH:38][cH:39]1.[Cl:28][CH2:29][Cl:30].[OH2:27].[cH:40]1[cH:41][cH:42][n:43][cH:44][cH:45]1>>[CH3:1][S:2](=[O:4])(=[O:5])[O:24][CH:14]([CH2:13][O:12][c:11]1[cH:10][cH:9][c:8]([C:6]#[N:7])[cH:26][cH:25]1)[CH2:15][NH:16][C:17]([O:18][C:19]([CH3:20])([CH3:21])[CH3:22])=[O:23]. Starting materials: BrC1(CC=CC2=CC=CC=C12)C=O (1-bromonaphthaldehyde), BrC1=C(C=C(C=C1)F)COCOC (2-Bromo-5-fluoro-[1-(methoxymethoxy)methyl]benzene). The product is BrC1=C(C=CC2=CC=CC=C12)COCOC (1-Bromo-2-(methoxymethoxymethyl)naphthalene). Reaction SMILES: [Br:1][C:2]1(C=O)[C:11]2[C:6](=[CH:7][CH:8]=[CH:9][CH:10]=2)[CH:5]=[CH:4][CH2:3]1.BrC1C=CC(F)=CC=1[CH2:22][O:23][CH2:24][O:25][CH3:26]>>[Br:1][C:2]1[C:11]2[C:6](=[CH:7][CH:8]=[CH:9][CH:10]=2)[CH:5]=[CH:4][C:3]=1[CH2:22][O:23][CH2:24][O:25][CH3:26]. Reported procedure: This compound was made from 1-bromonaphthaldehyde in the same manner as compound 5b: 1H NMR (300 MHz, CDCl3) δ (ppm) 3.42 (s, 3H), 4.75 (s, 2H), 4.81 (s, 2H), 7.5-7.7 (m, 3H), 7.99 (d, J=7.7 Hz, 2H), 8.22 (d, J=7.7 Hz, 1H). The reactants are ClCCl, Cn1nc(-n2ncc([N+](=O)[O-])c2NC(=O)C(F)(F)F)cc1OC(F)F, O=S(=O)(Cl)Cl. Product: Cn1nc(-n2ncc([N+](=O)[O-])c2NC(=O)C(F)(F)F)c(Cl)c1OC(F)F. As a reaction SMILES: [Cl:31][CH2:32][Cl:33].[F:1][CH:2]([O:3][c:4]1[cH:5][c:6](-[n:10]2[n:11][cH:12][c:13]([N+:22](=[O:23])[O-:24])[c:14]2[NH:15][C:16]([C:17]([F:18])([F:19])[F:20])=[O:21])[n:7][n:8]1[CH3:9])[F:25].[S:26]([Cl:27])(=[O:28])([Cl:29])=[O:30]>>[F:1][CH:2]([O:3][c:4]1[c:5]([Cl:29])[c:6](-[n:10]2[n:11][cH:12][c:13]([N+:22](=[O:23])[O-:24])[c:14]2[NH:15][C:16]([C:17]([F:18])([F:19])[F:20])=[O:21])[n:7][n:8]1[CH3:9])[F:25]. The reactants are [N+](=O)([O-])C=1C=C(C=CC1)N1C=NC2=C1C=CC=C2 (1-(3-nitrophenyl)benzimidazole), ( C ). The reagents and catalysts are [Ni] (Raney nickel). Yields the product NC=1C=C(C=CC1)N1C=NC2=C1C=CC=C2 (1-(3-Aminophenyl)benzimidazole). Isolated yield 71.0%. Reaction SMILES: [N+:1]([C:4]1[CH:5]=[C:6]([N:10]2[C:14]3[CH:15]=[CH:16][CH:17]=[CH:18][C:13]=3[N:12]=[CH:11]2)[CH:7]=[CH:8][CH:9]=1)([O-])=O>[Ni]>[NH2:1][C:4]1[CH:5]=[C:6]([N:10]2[C:14]3[CH:15]=[CH:16][CH:17]=[CH:18][C:13]=3[N:12]=[CH:11]2)[CH:7]=[CH:8][CH:9]=1. Reported procedure: Reduction of 1-(3-nitrophenyl)benzimidazole (prepared by the method of M. A. Khan and J. B. Polya, J. Chem. Soc. (C), 1970:85-91) with Raney nickel as for Example 8, followed by chromatography on silica gel, eluting with EtOAc, gave Example 3 (71%), mp (EtOAc/hexane) 93-95° C. The reactants are COC(=O)C=Cc1ccc2c(c1)CCN2C1CCCCC1, CO. Product: COC(=O)CCc1ccc2c(c1)CCN2C1CCCCC1. As a reaction SMILES: [CH3:1][O:2][C:3]([CH:4]=[CH:5][c:6]1[cH:7][c:8]2[c:12]([cH:13][cH:14]1)[N:11]([CH:15]1[CH2:16][CH2:17][CH2:18][CH2:19][CH2:20]1)[CH2:10][CH2:9]2)=[O:21].[CH3:22][OH:23]>>[CH3:1][O:2][C:3]([CH2:4][CH2:5][c:6]1[cH:7][c:8]2[c:12]([cH:13][cH:14]1)[N:11]([CH:15]1[CH2:16][CH2:17][CH2:18][CH2:19][CH2:20]1)[CH2:10][CH2:9]2)=[O:21]. The reactants are NC1=NC=C(C=C1)C#N (2-amino-5-cyano-pyridine), Cl.NO (hydroxylamine hydrochloride), C([O-])([O-])=O.[Na+].[Na+] (sodium carbonate). The solvent is O (water), C(C)O (ethanol), O (water). Product: NC1=NC=C(C(=O)N)C=C1 (6-amino-nicotinamide). The yield is 24.1%. RXN SMILES: [NH2:1][C:2]1[CH:7]=[CH:6][C:5]([C:8]#[N:9])=[CH:4][N:3]=1.Cl.NO.C(=O)([O-])[O-:14].[Na+].[Na+]>O.C(O)C>[NH2:1][C:2]1[CH:7]=[CH:6][C:5]([C:8]([NH2:9])=[O:14])=[CH:4][N:3]=1 |f:1.2,3.4.5|. Reported procedure: A stirred mixture of commercially available 2-amino-5-cyano-pyridine [CAS-No. 4214-73-7] (5.0 g, 42 mmol), hydroxylamine hydrochloride (17.5 g, 0.25 mol) and sodium carbonate (31.1 g, 0.29 mol) in water (95 ml) and ethanol (21 ml) was heated under reflux conditions for 6 h. The reaction mixture was poured into water (150 ml) and extracted with ethyl acetate (4×100 ml). The combined organic layers were washed with brine (150 ml), dried (MgSO4) and evaporated. The crude product was purified by col...